Dataset: the Open Reaction Database (ORD), a public repository of structured organic reaction records. Task: describe an organic reaction: reactants, conditions, products, and yield Starting materials: N#CBr (Cyanogen bromide), solution, CO (MeOH), ClC1=CC(=C(C=C1Cl)N)N (4,5- Dichloro-1,2-phenylenediamine), C (charcoal). The solvent is CC#N (CH3CN), O (H2O). Conditions: time 24 hour. The product is NC=1NC2=C(N1)C=C(C(=C2)Cl)Cl (2-Amino-5,6-dichlorobenzimidazole). Reaction SMILES: [N:1]#[C:2]Br.CO.[Cl:6][C:7]1[C:12]([Cl:13])=[CH:11][C:10]([NH2:14])=[C:9]([NH2:15])[CH:8]=1.C>CC#N.O>[NH2:1][C:2]1[NH:15][C:9]2[CH:8]=[C:7]([Cl:6])[C:12]([Cl:13])=[CH:11][C:10]=2[N:14]=1. Procedure: A modified procedure of the procedure described by Leonard, N. J., et al., J. Am. Chem. Soc. 69:2459 (1947), was followed. Cyanogen bromide (136.6 g, 1.3M, 260 mL of a 5M solution in CH3CN from) was added to a solution of MeOH (250 mL) in H2O (1500 mL). 4,5- Dichloro-1,2-phenylenediamine (available commercially from Aldrich Chemical Company) (222.4 g, 1.26M) was then added in five portions, as the initial reaction is exothermic. The reaction mixture was stirred without heating for 80 hr. then tr...